This data is from the Open Reaction Database (ORD), a public repository of structured organic reaction records. The task is: describe an organic reaction: reactants, conditions, products, and yield Reactants: C(C)OC(C[C@H](N1C(C(CC1)CCCC1=NC2=NC=CC=C2C=C1)=O)C1=CC2=C(CCO2)C=C1)=O (3(S)-(2,3-Dihydro-benzofuran-6-yl)-3-[3-(3-[1,8]naphthyridin-2-yl-propyl)-2-oxo-pyrrolidin-1-yl]-propionic acid ethyl ester), [H][H] (hydrogen). Reagents/catalysts: [Pd].[C] (Pd carbon). Solvent: CCO (EtOH). The product is C(C)OC(C[C@H](N1C(C(CC1)CCCC1=NC=2NCCCC2C=C1)=O)C1=CC2=C(CCO2)C=C1)=O (3(S)-(2,3-Dihydro-benzofuran-6-yl)-3-(2-oxo-3-[3-(5,6,7,8-tetrahydro-[1,8]naphthyridin-2-yl)-propyl]-pyrrolidin-1-yl)-propionic acid ethyl ester). Reaction SMILES: [CH2:1]([O:3][C:4](=[O:35])[CH2:5][C@@H:6]([C:26]1[CH:34]=[CH:33][C:29]2[CH2:30][CH2:31][O:32][C:28]=2[CH:27]=1)[N:7]1[CH2:11][CH2:10][CH:9]([CH2:12][CH2:13][CH2:14][C:15]2[CH:24]=[CH:23][C:22]3[C:17](=[N:18][CH:19]=[CH:20][CH:21]=3)[N:16]=2)[C:8]1=[O:25])[CH3:2].[H][H]>CCO.[Pd].[C]>[CH2:1]([O:3][C:4](=[O:35])[CH2:5][C@@H:6]([C:26]1[CH:34]=[CH:33][C:29]2[CH2:30][CH2:31][O:32][C:28]=2[CH:27]=1)[N:7]1[CH2:11][CH2:10][CH:9]([CH2:12][CH2:13][CH2:14][C:15]2[CH:24]=[CH:23][C:22]3[CH2:21][CH2:20][CH2:19][NH:18][C:17]=3[N:16]=2)[C:8]1=[O:25])[CH3:2] |f:3.4|. Procedure: A mixture of 4-3 (460 mg, 1.0 mmol) and 10% Pd/carbon (300 mg) in EtOH (20 mL) was stirred under a balloon of hydrogen for 3 h. Following filtration and evaporative removal of the solvent, the residue was chromatographed (silica gel, 70:25:5 chloroform/ethyl acetate/MeOH) to give 4-4 as a yellow oil. Starting materials: C(C)(C)(C)OC1=CC=C(C=C)C=C1 (p-tert-butoxystyrene), O.N (ammonia water). The solvent is CO (methanol). Yields the product COC1=CC=C(C=C)C=C1 (p-Methoxystyrene). RXN SMILES: [C:1]([O:5][C:6]1[CH:13]=[CH:12][C:9]([CH:10]=[CH2:11])=[CH:8][CH:7]=1)(C)(C)C.O.N>CO>[CH3:1][O:5][C:6]1[CH:13]=[CH:12][C:9]([CH:10]=[CH2:11])=[CH:8][CH:7]=1 |f:1.2|. Procedure details: p-Methoxystyrene was polymerized in the same manner as in Example 25 and 25 ml (0.26 mole/1) of p-tert-butoxystyrene was thereafter added to the reaction mixture and further polymerized therewith at an elevated temperature of 25° C. Subsequently, methanol (330 mmoles/l) containing a small amount of ammonia water was added to the reaction system to terminate the polymerization and obtain a mixture containing a polymer. The mixture was washed first with a hydrochloric acid aqueous solution (8 vol.... The reactants are CCN=C=NCCCN(C)C, CN(C)C=O, O=C(O)c1cc([N+](=O)[O-])ccc1NC1CCCC1, Cl, NCc1ccc2c(c1)OCO2, On1nnc2ccccc21. Product: O=C(NCc1ccc2c(c1)OCO2)c1cc([N+](=O)[O-])ccc1NC1CCCC1. Reaction SMILES: [CH3:20][N:21]([CH3:22])[CH2:23][CH2:24][CH2:25][N:26]=[C:27]=[N:28][CH2:29][CH3:30].[CH3:52][N:53]([CH3:54])[CH:55]=[O:56].[CH:1]1([NH:6][c:7]2[c:8]([C:9](=[O:10])[OH:11])[cH:12][c:13]([N+:16](=[O:17])[O-:18])[cH:14][cH:15]2)[CH2:2][CH2:3][CH2:4][CH2:5]1.[ClH:19].[O:41]1[CH2:42][O:43][c:44]2[c:45]1[cH:46][cH:47][c:48]([CH2:50][NH2:51])[cH:49]2.[OH:31][n:32]1[c:33]2[cH:34][cH:35][cH:36][cH:37][c:38]2[n:39][n:40]1>>[CH:1]1([NH:6][c:7]2[c:8]([C:9](=[O:11])[NH:51][CH2:50][c:48]3[cH:47][cH:46][c:45]4[c:44]([cH:49]3)[O:43][CH2:42][O:41]4)[cH:12][c:13]([N+:16](=[O:17])[O-:18])[cH:14][cH:15]2)[CH2:2][CH2:3][CH2:4][CH2:5]1.